Dataset: the Open Reaction Database (ORD), a public repository of structured organic reaction records. Task: describe an organic reaction: reactants, conditions, products, and yield Starting materials: COC1=C(C(=CC(=C1)OC)N)N (3,5-dimethoxy-benzene-1,2-diamine), COC1=CC2=C(NC(=N2)CCCNC)C=C1OC ([3-(5,6-dimethoxy-1H-benzoimidazol-2-yl)-propyl]-methyl-amine). Yields the product COC1=CC(=CC=2NC(=NC21)CCCNC)OC ([3-(4,6-Dimethoxy-1H-benzoimidazol-2-yl)-propyl]-methyl-amine). Reaction SMILES: [CH3:1][O:2][C:3]1[CH:8]=[C:7]([O:9][CH3:10])[CH:6]=[C:5]([NH2:11])[C:4]=1[NH2:12].CO[C:15]1C(OC)=C[C:18]2[NH:19][C:20](CCCNC)=N[C:17]=2[CH:16]=1>>[CH3:1][O:2][C:3]1[C:4]2[N:12]=[C:15]([CH2:16][CH2:17][CH2:18][NH:19][CH3:20])[NH:11][C:5]=2[CH:6]=[C:7]([O:9][CH3:10])[CH:8]=1. Procedure: Prepared from 3,5-dimethoxy-benzene-1,2-diamine in analogy to the methods described for [3-(5,6-dimethoxy-1H-benzoimidazol-2-yl)-propyl]-methyl-amine. The reactants are [C-]#N, Cc1ccc2[nH]c(=O)n(C3CCNCC3)c2c1, Cl, [K+], O=C1CCOCC1, O. The product is Cc1ccc2[nH]c(=O)n(C3CCN(C4(C#N)CCOCC4)CC3)c2c1. Reaction SMILES: [C-:26]#[N:27].[CH3:2][c:3]1[cH:4][cH:5][c:6]2[c:7]([n:8]([CH:12]3[CH2:13][CH2:14][NH:15][CH2:16][CH2:17]3)[c:9](=[O:11])[nH:10]2)[cH:18]1.[ClH:1].[K+:28].[O:19]1[CH2:20][CH2:21][C:22](=[O:25])[CH2:23][CH2:24]1.[OH2:29]>>[CH3:2][c:3]1[cH:4][cH:5][c:6]2[c:7]([n:8]([CH:12]3[CH2:13][CH2:14][N:15]([C:22]4([C:26]#[N:27])[CH2:21][CH2:20][O:19][CH2:24][CH2:23]4)[CH2:16][CH2:17]3)[c:9](=[O:11])[nH:10]2)[cH:18]1. The reactants are C[Si](NC(=O)C=1OC=CC1)(C)C (N-(trimethylsilyl)-2-furancarboxamide), C(C(=O)Cl)(=O)Cl (oxalyl chloride). Solvent: C(Cl)Cl (methylene chloride), C(Cl)Cl (methylene chloride). Conditions: time 1 hour. The product is O1C(=CC=C1)C(=O)NC(C(=O)Cl)=O ([(2-Furanylcarbonyl)amino]oxoacetyl chloride). Reaction SMILES: C[Si](C)(C)[NH:3][C:4]([C:6]1[O:7][CH:8]=[CH:9][CH:10]=1)=[O:5].[C:13](Cl)(=[O:17])[C:14]([Cl:16])=[O:15]>C(Cl)Cl>[O:7]1[CH:8]=[CH:9][CH:10]=[C:6]1[C:4]([NH:3][C:13](=[O:17])[C:14]([Cl:16])=[O:15])=[O:5]. Procedure: 3.6 g. of N-(trimethylsilyl)-2-furancarboxamide are dissolved in 50 ml. of absolute methylene chloride and the solution is added dropwise at -10° to a solution of 1.8 g. of oxalyl chloride in 100 ml. of methylene chloride. The mixture is stirred for one hour at 0°. After evaporating the solvent, [(2-Furanylcarbonyl)amino]oxoacetyl chloride remains as a yellowish oil which is used for the next reaction without further purification. Starting materials: ClCCl, O=C(O)C(F)(F)F, CC(C)(C)OC(=O)CN(CCCCCC(=O)Nc1ccc(S(N)(=O)=O)cc1)Cc1ccccn1. Product: NS(=O)(=O)c1ccc(NC(=O)CCCCCN(CC(=O)O)Cc2ccccn2)cc1. RXN SMILES: [Cl:35][CH2:36][Cl:37].[F:38][C:39]([F:40])([F:41])[C:42]([OH:43])=[O:44].[O:1]=[C:2]([CH2:3][CH2:4][CH2:5][CH2:6][CH2:7][N:8]([CH2:9][C:10](=[O:11])[O:12][C:13]([CH3:14])([CH3:15])[CH3:16])[CH2:17][c:18]1[n:19][cH:20][cH:21][cH:22][cH:23]1)[NH:24][c:25]1[cH:26][cH:27][c:28]([S:31]([NH2:32])(=[O:33])=[O:34])[cH:29][cH:30]1>>[O:1]=[C:2]([CH2:3][CH2:4][CH2:5][CH2:6][CH2:7][N:8]([CH2:9][C:10](=[O:11])[OH:12])[CH2:17][c:18]1[n:19][cH:20][cH:21][cH:22][cH:23]1)[NH:24][c:25]1[cH:26][cH:27][c:28]([S:31]([NH2:32])(=[O:33])=[O:34])[cH:29][cH:30]1. The reactants are C1CCOC1, O=[N+]([O-])c1cc(C(F)(F)F)ccc1NCCO. Product: Nc1cc(C(F)(F)F)ccc1NCCO. RXN SMILES: [CH2:18]1[O:19][CH2:20][CH2:21][CH2:22]1.[N+:1]([O-:2])(=[O:3])[c:4]1[c:5]([NH:14][CH2:15][CH2:16][OH:17])[cH:6][cH:7][c:8]([C:10]([F:11])([F:12])[F:13])[cH:9]1>>[NH2:1][c:4]1[c:5]([NH:14][CH2:15][CH2:16][OH:17])[cH:6][cH:7][c:8]([C:10]([F:11])([F:12])[F:13])[cH:9]1. Starting materials: BrC1=C(C=C(C=C1C)B1OC(C(O1)(C)C)(C)C)C (2-bromo-1,3-dimethyl-5-(4,4,5,5-tetramethyl-[1,3,2]dioxaborolan-2-yl)-benzene), BrC1=NC=CC=C1C (2-bromo-3-methyl-pyridine), Intermediate 56. Yields the product BrC1=C(C=C(C=C1C)C1=NC=CC=C1C)C (2-(4-Bromo-3,5-dimethyl-phenyl)-3-methyl-pyridine). Reaction SMILES: [Br:1][C:2]1[C:7]([CH3:8])=[CH:6][C:5](B2OC(C)(C)C(C)(C)O2)=[CH:4][C:3]=1[CH3:18].Br[C:20]1[C:25]([CH3:26])=[CH:24][CH:23]=[CH:22][N:21]=1>>[Br:1][C:2]1[C:3]([CH3:18])=[CH:4][C:5]([C:20]2[C:25]([CH3:26])=[CH:24][CH:23]=[CH:22][N:21]=2)=[CH:6][C:7]=1[CH3:8]. Procedure details: The title compound is prepared from 2-bromo-1,3-dimethyl-5-(4,4,5,5-tetramethyl-[1,3,2]dioxaborolan-2-yl)-benzene and 2-bromo-3-methyl-pyridine following a procedure analogous to that described in Step 1 of Intermediate 56. LC (method 7): tR=0.88 min; Mass spectrum (ESI+): m/z=276/278 (Br) [M+H]+. Starting materials: C(C)(C)(C)OC(NC1CCC(CC1)NC=1C=2N(C=CN1)C(=CN2)C2=NC(=CC=C2)NCC2=C(C=CC=C2)Cl)=O ((4-{3-[6-(2-chloro-benzylamino)-pyridin-2-yl]-imidazo[1,2-a]pyrazin-8-ylamino}-cyclohexyl)-carbamic acid tert-butyl ester). Solvent: C(C)O (ethanol), Cl (HCl). Conditions: time 8 hour. Yields the product ClC1=C(CNC2=CC=CC(=N2)C2=CN=C3N2C=CN=C3NC3CCC(CC3)N)C=CC=C1 (N-{3-[6-(2-chloro-benzylamino)-pyridin-2-yl]-imidazo[1,2-a]pyrazin-8-yl}-cyclohexane-1,4-diamine). RXN SMILES: C(OC(=O)[NH:7][CH:8]1[CH2:13][CH2:12][CH:11]([NH:14][C:15]2[C:16]3[N:17]([C:21]([C:24]4[CH:29]=[CH:28][CH:27]=[C:26]([NH:30][CH2:31][C:32]5[CH:37]=[CH:36][CH:35]=[CH:34][C:33]=5[Cl:38])[N:25]=4)=[CH:22][N:23]=3)[CH:18]=[CH:19][N:20]=2)[CH2:10][CH2:9]1)(C)(C)C>C(O)C.Cl>[Cl:38][C:33]1[CH:34]=[CH:35][CH:36]=[CH:37][C:32]=1[CH2:31][NH:30][C:26]1[N:25]=[C:24]([C:21]2[N:17]3[CH:18]=[CH:19][N:20]=[C:15]([NH:14][CH:11]4[CH2:10][CH2:9][CH:8]([NH2:7])[CH2:13][CH2:12]4)[C:16]3=[N:23][CH:22]=2)[CH:29]=[CH:28][CH:27]=1. Procedure: The mixture of (4-{3-[6-(2-chloro-benzylamino)-pyridin-2-yl]-imidazo[1,2-a]pyrazin-8-ylamino}-cyclohexyl)-carbamic acid tert-butyl ester (227 mg, 0.41 mmol) in ethanol (4 mL) and concentrated HCl (4 mL) was stirred at room temperature overnight. The reaction mixture was then concentrated under reduced pressure. The residue was purified by preparative-HPLC to give N-{3-[6-(2-chloro-benzylamino)-pyridin-2-yl]-imidazo[1,2-a]pyrazin-8-yl}-cyclohexane-1,4-diamine; hydrochloride. (Yield 60 mg). 1HNMR ... Reactants: compound A, FC1=CC=C(C=C1)C1=CC2=C(N(C3=CC=C(C=C23)C(CC(COCC)=O)=O)C)N(C1=O)C (1-[3-(4-fluorophenyl)-1,9-dimethyl-2-oxo-2,9-dihydro-1H-pyrido[2,3-b]indol-6-yl]-4-ethoxy-butane-1,3-dione), C(C(=O)O)(=O)O.C(C)NN (ethylhydrazine oxalate). Yields the product FC1=CC=C(C=C1)C1=CC2=C(N(C3=CC=C(C=C23)C=2N(N=C(C2)COCC)CC)C)N(C1=O)C (3-(4-Fluorophenyl)-6-(5-ethoxymethyl-2-ethyl-2H-pyrazol-3-yl)-1,9-dimethyl-1,9-dihydropyrido[2,3-b]indol-2-one). RXN SMILES: [F:1][C:2]1[CH:7]=[CH:6][C:5]([C:8]2[C:30](=[O:31])[N:29]([CH3:32])[C:11]3[N:12]([CH3:28])[C:13]4[C:18]([C:10]=3[CH:9]=2)=[CH:17][C:16]([C:19](=O)[CH2:20][C:21](=O)[CH2:22][O:23][CH2:24][CH3:25])=[CH:15][CH:14]=4)=[CH:4][CH:3]=1.C(O)(=O)C(O)=O.[CH2:39]([NH:41][NH2:42])[CH3:40]>>[F:1][C:2]1[CH:3]=[CH:4][C:5]([C:8]2[C:30](=[O:31])[N:29]([CH3:32])[C:11]3[N:12]([CH3:28])[C:13]4[C:18]([C:10]=3[CH:9]=2)=[CH:17][C:16]([C:19]2[N:41]([CH2:39][CH3:40])[N:42]=[C:21]([CH2:22][O:23][CH2:24][CH3:25])[CH:20]=2)=[CH:15][CH:14]=4)=[CH:6][CH:7]=1 |f:1.2|. Procedure: The process is carried out as in Example 37 above, with compound A, 1-[3-(4-fluorophenyl)-1,9-dimethyl-2-oxo-2,9-dihydro-1H-pyrido[2,3-b]indol-6-yl]-4-ethoxy-butane-1,3-dione and ethylhydrazine oxalate. Reactants: N#CCOc1ccccc1Nc1nc(Cl)ncc1Cl, COCCN1C(=O)CCC(C)(C)c2ccc(N)cc21. The product is COCCN1C(=O)CCC(C)(C)c2ccc(Nc3ncc(Cl)c(Nc4ccccc4OCC#N)n3)cc21. RXN SMILES: [Cl:20][c:21]1[n:22][cH:23][c:24]([Cl:38])[c:25]([NH:27][c:28]2[c:29]([O:30][CH2:31][C:32]#[N:33])[cH:34][cH:35][cH:36][cH:37]2)[n:26]1.[NH2:1][c:2]1[cH:3][cH:4][c:5]2[c:6]([cH:19]1)[N:7]([CH2:15][CH2:16][O:17][CH3:18])[C:8](=[O:14])[CH2:9][CH2:10][C:11]2([CH3:12])[CH3:13]>>[NH:1]([c:2]1[cH:3][cH:4][c:5]2[c:6]([cH:19]1)[N:7]([CH2:15][CH2:16][O:17][CH3:18])[C:8](=[O:14])[CH2:9][CH2:10][C:11]2([CH3:12])[CH3:13])[c:21]1[n:22][cH:23][c:24]([Cl:38])[c:25]([NH:27][c:28]2[c:29]([O:30][CH2:31][C:32]#[N:33])[cH:34][cH:35][cH:36][cH:37]2)[n:26]1.